From a dataset of the Open Reaction Database (ORD), a public repository of structured organic reaction records. describe an organic reaction: reactants, conditions, products, and yield The reactants are O=[N+]([O-])c1cc(Cl)c(Br)c(Cl)c1, CS(C)=O, N#CCc1ccc(Cl)c(Cl)c1, [Na+], [OH-]. Yields the product N#CC(c1ccc(Cl)c(Cl)c1)c1c(Cl)cc([N+](=O)[O-])cc1Cl. As a reaction SMILES: [Br:12][c:13]1[c:14]([Cl:23])[cH:15][c:16]([N+:20](=[O:21])[O-:22])[cH:17][c:18]1[Cl:19].[CH3:26][S:27]([CH3:28])=[O:29].[Cl:1][c:2]1[cH:3][c:4]([CH2:5][C:6]#[N:7])[cH:8][cH:9][c:10]1[Cl:11].[Na+:25].[OH-:24]>>[Cl:1][c:2]1[cH:3][c:4]([CH:5]([C:6]#[N:7])[c:13]2[c:14]([Cl:23])[cH:15][c:16]([N+:20](=[O:21])[O-:22])[cH:17][c:18]2[Cl:19])[cH:8][cH:9][c:10]1[Cl:11]. The reactants are C(C1=CC=CC=C1)=O (Benzaldehyde), C(O)(O)=O.NC(=N)N (guanidine carbonate), C(#N)CC(=O)OCC (ethyl cyanoacetate), C(C)(=O)[O-].[Na+] (sodium acetate). Solvent: N1=CC=CC=C1 (pyridine). Yields the product NC=1NC(C(=C(N1)C1=CC=CC=C1)C#N)=O (2-amino-6-oxo-4-phenyl-1,6-dihydro-pyrimidine-5-carbonitrile). As a reaction SMILES: [CH:1](=O)[C:2]1[CH:7]=[CH:6][CH:5]=[CH:4][CH:3]=1.C(=O)(O)O.[NH2:13][C:14]([NH2:16])=[NH:15].[C:17]([CH2:19][C:20](OCC)=[O:21])#[N:18].C([O-])(=O)C.[Na+]>N1C=CC=CC=1>[NH2:15][C:14]1[NH:16][C:20](=[O:21])[C:19]([C:17]#[N:18])=[C:1]([C:2]2[CH:7]=[CH:6][CH:5]=[CH:4][CH:3]=2)[N:13]=1 |f:1.2,4.5|. Procedure details: Benzaldehyde (15 g, 141.3 mmol, 1 eq), guanidine carbonate (25.47 g, 141.3 mmol, 1 eq), ethyl cyanoacetate (15.99 g, 141.3 mmol, 1 eq) and anhydrous sodium acetate (11.59 g, 141.3 mmol, 1 eq) were added to 300 ml anhydrous pyridine and refluxed for 4 hours. The reaction was then cooled to room temperature and the solvent was removed under reduced pressure. The brown residue was triturated with 400 ml aqueous acetic acid (30%) and filtered off. The yellow solid was then triturated with 300 ml die... The reactants are NC1=NC2=C(C=3C=C(C=NC13)CCC1=C(C=C(OCC3=CC=C(C=C3)CC(F)(F)P(OCC)(OCC)=O)C=C1)C)C=CC(=C2)C (diethyl 2-(4-((4-(2-(5-amino-8-methylbenzo[f][1,7]naphthyridin-2-yl)ethyl)-3-methylphenoxy)methyl)phenyl)-1,1-difluoroethylphosphonate), C(=O)(C(F)(F)F)O (TFA). Product: NC1=NC2=C(C=3C=C(C=NC13)CCC1=C(C=C(OCC3=CC=C(C=C3)CC(F)(F)P(O)(O)=O)C=C1)C)C=CC(=C2)C (2-(4-((4-(2-(5-amino-8-methylbenzo[f][1,7]naphthyridin-2-yl)ethyl)-3-methylphenoxy)methyl)phenyl)-1,1-difluoroethylphosphonic acid). RXN SMILES: [NH2:1][C:2]1[C:11]2[N:10]=[CH:9][C:8]([CH2:12][CH2:13][C:14]3[CH:39]=[CH:38][C:17]([O:18][CH2:19][C:20]4[CH:25]=[CH:24][C:23]([CH2:26][C:27]([P:30](=[O:37])([O:34]CC)[O:31]CC)([F:29])[F:28])=[CH:22][CH:21]=4)=[CH:16][C:15]=3[CH3:40])=[CH:7][C:6]=2[C:5]2[CH:41]=[CH:42][C:43]([CH3:45])=[CH:44][C:4]=2[N:3]=1.C(O)(C(F)(F)F)=O>>[NH2:1][C:2]1[C:11]2[N:10]=[CH:9][C:8]([CH2:12][CH2:13][C:14]3[CH:39]=[CH:38][C:17]([O:18][CH2:19][C:20]4[CH:21]=[CH:22][C:23]([CH2:26][C:27]([P:30](=[O:31])([OH:34])[OH:37])([F:28])[F:29])=[CH:24][CH:25]=4)=[CH:16][C:15]=3[CH3:40])=[CH:7][C:6]=2[C:5]2[CH:41]=[CH:42][C:43]([CH3:45])=[CH:44][C:4]=2[N:3]=1. Procedure details: 2-(4-((4-(2-(5-amino-8-methylbenzo[f][1,7]naphthyridin-2-yl)ethyl)-3-methylphenoxy)methyl)phenyl)-1,1-difluoroethylphosphonic acid (8) was prepared according to the procedure described in Example 1—Step 3, but using diethyl 2-(4-((4-(2-(5-amino-8-methylbenzo[f][1,7]naphthyridin-2-yl)ethyl)-3-methylphenoxy)methyl)phenyl)-1,1-difluoroethylphosphonate from the previous step 3. TFA was added to the 1H NMR sample to solubilize the compound for analysis. The 1H NMR (Dimethylsulfoxide-d6) obtained for ... Starting materials: C1(C=2C(C(N1)=O)=CC=CC2)=O.[K] (Potassium phthalimide), BrCCSC1=CC=CC=C1 ([(2-bromoethyl)thio]benzene). Solvent: CN(C)C=O (DMF). Conditions: temperature 90 celsius. Product: C1(=CC=CC=C1)SCCN1C(C2=CC=CC=C2C1=O)=O (2-[2-(phenylthio)ethyl]-1H-isoindole-1,3(2H)-dione). Isolated yield 69.2%. Reaction SMILES: [C:1]1(=[O:11])[NH:5][C:4](=[O:6])[C:3]2=[CH:7][CH:8]=[CH:9][CH:10]=[C:2]12.[K].Br[CH2:14][CH2:15][S:16][C:17]1[CH:22]=[CH:21][CH:20]=[CH:19][CH:18]=1>CN(C=O)C>[C:17]1([S:16][CH2:15][CH2:14][N:5]2[C:1](=[O:11])[C:2]3[C:3](=[CH:7][CH:8]=[CH:9][CH:10]=3)[C:4]2=[O:6])[CH:22]=[CH:21][CH:20]=[CH:19][CH:18]=1 |f:0.1,^1:11|. Procedure: Potassium phthalimide (5.43 g, 25 mmol) was added to a DMF (50 ml) solution of [(2-bromoethyl)thio]benzene (5,43 g, 25 mmol) and this stirred mixture under N2 was heated at 90° C. for 2 h. After cooling to room temperature, the reaction was filtered. The solvent was stripped from the filtrate under reduced pressure. The residue, dissolved in CH2Cl2 (100 ml), was filtered, concentrated, and flash chromotographed on a 4 inch column eluting with 1 to 6% EtOAc/toluene to produce 4.9 g of the title p... Procedure details: 2-Methylcarbamoyloxy-3-octadecylcarbamoyloxypropylamine IV c2 is allowed to react and worked up by the same procedure as described in (4). m.p. 102°-104° C. The summary of the experimental condition and the physical data of the product are listed in the Table 7. Reaction SMILES: [CH3:1][NH:2][C:3]([O:5][CH:6]([CH2:9][O:10][C:11](=[O:31])[NH:12][CH2:13][CH2:14][CH2:15][CH2:16][CH2:17][CH2:18][CH2:19][CH2:20][CH2:21][CH2:22][CH2:23][CH2:24][CH2:25][CH2:26][CH2:27][CH2:28][CH2:29][CH3:30])[CH2:7][NH2:8])=[O:4].C(SCC(OC(=O)NC)COC(C1C=CC=CC=1)(C1C=CC=CC=1)C1C=CC=CC=1)CCCCCCCCCCCCCCC.[Cl:77][CH2:78][CH2:79][CH2:80][S:81](NCC(OC)CSCCCCCCCCCCCCCCCC)(=[O:83])=[O:82]>>[Cl:77][CH2:78][CH2:79][CH2:80][S:81]([NH:8][CH2:7][CH:6]([O:5][C:3](=[O:4])[NH:2][CH3:1])[CH2:9][O:10][C:11](=[O:31])[NH:12][CH2:13][CH2:14][CH2:15][CH2:16][CH2:17][CH2:18][CH2:19][CH2:20][CH2:21][CH2:22][CH2:23][CH2:24][CH2:25][CH2:26][CH2:27][CH2:28][CH2:29][CH3:30])(=[O:83])=[O:82]. Starting materials: CNC(=O)OC(CN)COC(NCCCCCCCCCCCCCCCCCC)=O (2-Methylcarbamoyloxy-3-octadecylcarbamoyloxypropylamine), C(CCCCCCCCCCCCCCC)SCC(COC(C1=CC=CC=C1)(C1=CC=CC=C1)C1=CC=CC=C1)OC(NC)=O (1-hexadecylthio-2-methylcarbamoyloxy-3-trityloxypropane), ClCCCS(=O)(=O)NCC(CSCCCCCCCCCCCCCCCC)OC (3-(3-chloropropylsulfonylamino)-1-hexadecylthio-2-methoxypropane). The product is ClCCCS(=O)(=O)NCC(COC(NCCCCCCCCCCCCCCCCCC)=O)OC(NC)=O (3-(3-chloropropylsulfonylamino)-2-methylcarbamoyloxy-1-octadecylcarbamoyloxypropane). Reactants: ClC1=CC=C(C=C1)NC1=NC2=C(N1C)C=CC=C2 ((4-chloro-phenyl)-(1-methyl-1H-benzimidazol-2-yl)-amine), C1(=CC=CC=C1)S(=O)(=O)Cl (benzenesulfonyl chloride). Solvent: CCOC(=O)C (EtOAc), N1=CC=CC=C1 (pyridine). Run at temperature 100 celsius. Yields the product ClC1=CC=C(C=C1)N(S(=O)(=O)C1=CC=CC=C1)C1=NC2=C(N1C)C=CC=C2 (N-(4-Chloro-phenyl)-N-(1-methyl-1H-benzimidazol-2-yl)-benzenesulfonamide). RXN SMILES: [Cl:1][C:2]1[CH:7]=[CH:6][C:5]([NH:8][C:9]2[N:13]([CH3:14])[C:12]3[CH:15]=[CH:16][CH:17]=[CH:18][C:11]=3[N:10]=2)=[CH:4][CH:3]=1.[C:19]1([S:25](Cl)(=[O:27])=[O:26])[CH:24]=[CH:23][CH:22]=[CH:21][CH:20]=1>N1C=CC=CC=1.CCOC(C)=O>[Cl:1][C:2]1[CH:3]=[CH:4][C:5]([N:8]([C:9]2[N:13]([CH3:14])[C:12]3[CH:15]=[CH:16][CH:17]=[CH:18][C:11]=3[N:10]=2)[S:25]([C:19]2[CH:24]=[CH:23][CH:22]=[CH:21][CH:20]=2)(=[O:27])=[O:26])=[CH:6][CH:7]=1. Procedure details: To (4-chloro-phenyl)-(1-methyl-1H-benzimidazol-2-yl)-amine (258 mg, 1.0 mmol) in anhydrous pyridine (4 mL) at room temperature was added benzenesulfonyl chloride (706.5 mg, 4.0 mmol). The resulting mixture was heated to 100° C. in a microwave reactor for 1 h. The resulting mixture was then diluted with EtOAc, washed with 1 N HCl and the organic layer was dried over Na2SO4, filtered, and concentrated in vacuo. The resultant residue was purified by flash column chromatography (SiO2), eluting with ... Reactants: ClC1=NC2=CC(=CC(=C2C(=C1C)Cl)F)F (2,4-dichloro-5,7-difluoro-3-methylquinoline), CC=1C=C(C=NC1)B(O)O (5-methylpyridine-3-boronic acid), C([O-])([O-])=O.[Na+].[Na+] (sodium carbonate), O1CCOCC1 (1,4-dioxane). The reagents and catalysts are Cl[Pd]([P](C1=CC=CC=C1)(C2=CC=CC=C2)C3=CC=CC=C3)([P](C4=CC=CC=C4)(C5=CC=CC=C5)C6=CC=CC=C6)Cl (PdCl2(PPh3)2). The solvent is O (water). Product: ClC1=C(C(=NC2=CC(=CC(=C12)F)F)C=1C=NC=C(C1)C)C (4-chloro-5,7-difluoro-3-methyl-2-(5-methylpyridin-3-yl)quinoline). As a reaction SMILES: Cl[C:2]1[C:11]([CH3:12])=[C:10]([Cl:13])[C:9]2[C:4](=[CH:5][C:6]([F:15])=[CH:7][C:8]=2[F:14])[N:3]=1.[CH3:16][C:17]1[CH:18]=[C:19](B(O)O)[CH:20]=[N:21][CH:22]=1.C(=O)([O-])[O-].[Na+].[Na+].O1CCOCC1>Cl[Pd](Cl)([P](C1C=CC=CC=1)(C1C=CC=CC=1)C1C=CC=CC=1)[P](C1C=CC=CC=1)(C1C=CC=CC=1)C1C=CC=CC=1.O>[Cl:13][C:10]1[C:9]2[C:4](=[CH:5][C:6]([F:15])=[CH:7][C:8]=2[F:14])[N:3]=[C:2]([C:19]2[CH:20]=[N:21][CH:22]=[C:17]([CH3:16])[CH:18]=2)[C:11]=1[CH3:12] |f:2.3.4,^1:40,59|. Reported procedure: Prepared according to procedure F by stirring 2,4-dichloro-5,7-difluoro-3-methylquinoline (600 mg, 2.419 mmol), 5-methylpyridine-3-boronic acid (348 mg, 2.54 mmol), PdCl2(PPh3)2 (170 mg, 0.242 mmol), sodium carbonate (769 mg, 7.26 mmol), 1,4-dioxane (6.5 mL), and water (1.6 mL) at 95° C. for 22 h. Purification by column chromatography (silica gel, 0-30% EtOAc in hexanes) gave 4-chloro-5,7-difluoro-3-methyl-2-(5-methylpyridin-3-yl)quinoline. Mass Spectrum (ESI) m/e=305.0 (M+1). Starting materials: O=C([O-])[O-], CC(C)(C)[O-], CN(C)C=O, CC1CC1C(=O)Nc1cn2nc(I)ccc2n1, [K+], [K+], [K+], Cc1ccc(O)cc1N. Yields the product Cc1ccc(Oc2ccc3nc(NC(=O)C4CC4C)cn3n2)cc1N. As a reaction SMILES: [C:33](=[O:34])([O-:35])[O-:36].[CH3:10][C:11]([CH3:12])([O-:13])[CH3:14].[CH3:39][N:40]([CH3:41])[CH:42]=[O:43].[I:16][c:17]1[cH:18][cH:19][c:20]2[n:21]([n:22]1)[cH:23][c:24]([NH:26][C:27](=[O:28])[CH:29]1[CH:30]([CH3:32])[CH2:31]1)[n:25]2.[K+:15].[K+:37].[K+:38].[NH2:1][c:2]1[cH:3][c:4]([OH:9])[cH:5][cH:6][c:7]1[CH3:8]>>[NH2:1][c:2]1[cH:3][c:4]([O:9][c:17]2[cH:18][cH:19][c:20]3[n:21]([n:22]2)[cH:23][c:24]([NH:26][C:27](=[O:28])[CH:29]2[CH:30]([CH3:32])[CH2:31]2)[n:25]3)[cH:5][cH:6][c:7]1[CH3:8]. Starting materials: O1C(CCCC1)ONC(=O)[C@@H](C\C=C\C1=CC=CC=C1)[C@H](C(=O)NNCC(C)C)CC(C)C ((E)-2(R)-[1(S)-[(tetrahydro-2(RS)-pyranyloxy)carbamoyl]-4-phenyl-3-butenyl]-2′-isobutyl-4-methylvalerohydrazide), C(CCC(=O)C)(=O)O (levulinic acid), Cl.C(C)N=C=NCCCN(C)C (1-ethyl-3-(3-dimethylaminopropyl)carbodiimide hydrochloride). Solvent: CN(C=O)C (dimethylformamide). Conditions: time 8 hour. Yields the product O1C(CCCC1)ONC(=O)[C@@H](C\C=C\C1=CC=CC=C1)[C@H](C(=O)NN(CC(C)C)C(CCC(C)=O)=O)CC(C)C ((E)-2(R)-[1(S)-[(tetrahydro-2(RS)-pyranyloxy)carbamoyl]-4-phenyl-3-butenyl]-2′-(4-oxovaleryl)-2′-isobutyl-4-methylvalerohydrazide). The yield is 102.3%. Reaction SMILES: [O:1]1[CH2:6][CH2:5][CH2:4][CH2:3][CH:2]1[O:7][NH:8][C:9]([C@H:11]([C@@H:21]([CH2:30][CH:31]([CH3:33])[CH3:32])[C:22]([NH:24][NH:25][CH2:26][CH:27]([CH3:29])[CH3:28])=[O:23])[CH2:12]/[CH:13]=[CH:14]/[C:15]1[CH:20]=[CH:19][CH:18]=[CH:17][CH:16]=1)=[O:10].[C:34](O)(=[O:40])[CH2:35][CH2:36][C:37]([CH3:39])=[O:38].Cl.C(N=C=NCCCN(C)C)C>CN(C)C=O>[O:1]1[CH2:6][CH2:5][CH2:4][CH2:3][CH:2]1[O:7][NH:8][C:9]([C@H:11]([C@@H:21]([CH2:30][CH:31]([CH3:33])[CH3:32])[C:22]([NH:24][N:25]([C:34](=[O:40])[CH2:35][CH2:36][C:37](=[O:38])[CH3:39])[CH2:26][CH:27]([CH3:28])[CH3:29])=[O:23])[CH2:12]/[CH:13]=[CH:14]/[C:15]1[CH:20]=[CH:19][CH:18]=[CH:17][CH:16]=1)=[O:10] |f:2.3|. Procedure details: A solution of 0.459 g of (E)-2(R)-[1(S)-[(tetrahydro-2(RS)-pyranyloxy)carbamoyl]-4-phenyl-3-butenyl]-2′-isobutyl-4-methylvalerohydrazide in 5 ml of dimethylformamide was treated with 0.232 g of levulinic acid and 0.384 g of 1-ethyl-3-(3-dimethylaminopropyl)carbodiimide hydrochloride. The mixture was stirred overnight at room temperature and evaporated. The residue in ethyl acetate was washed with 5% aqueous citric acid solution, 5% aqueous sodium hydrogen carbonate solution, saturated sodium chl... Starting materials: BrB(Br)Br, CN(C)CC1=CCCc2c1ccc(O)c2O, CO, ClCCl, Cl, Cl, COc1ccc2c(c1OC)CCC=C2CN. The product is Br, CN(C)CC1=CCCc2c1ccc(O)c2O. RXN SMILES: [B:19]([Br:20])([Br:21])[Br:22].[CH3:23][N:24]([CH3:25])[CH2:26][C:27]1=[CH:28][CH2:29][CH2:30][c:31]2[c:32]([OH:38])[c:33]([OH:37])[cH:34][cH:35][c:36]21.[CH3:42][OH:43].[Cl:39][CH2:40][Cl:41].[ClH:17].[ClH:18].[NH2:1][CH2:2][C:3]1=[CH:16][CH2:15][CH2:14][c:5]2[c:4]1[cH:13][cH:12][c:9]([O:10][CH3:11])[c:6]2[O:7][CH3:8]>>[BrH:20].[CH3:23][N:24]([CH3:25])[CH2:26][C:27]1=[CH:28][CH2:29][CH2:30][c:31]2[c:32]([OH:38])[c:33]([OH:37])[cH:34][cH:35][c:36]21.